Dataset: the Open Reaction Database (ORD), a public repository of structured organic reaction records. Task: describe an organic reaction: reactants, conditions, products, and yield The reactants are C(CCCCC)OC1=CC=2C=C3N(C2C=C1)C(C(S3)(C3=CC=CC=C3)C)=O (7-hexyloxy-2-methyl-2-phenylthiazolo[3,2-a]indol-3(2H)-one), [OH-].[Na+] (sodium hydroxide). Yields the product C(CCCCC)OC=1C=C2C=C(NC2=CC1)SC(C(=O)O)(C)C1=CC=CC=C1 (2-(5-hexyloxy-1H-indol-2-yl)thio-2-phenylpropionic acid). The yield is 93.0%. Reaction SMILES: [CH2:1]([O:7][C:8]1[CH:16]=[CH:15][C:14]2[N:13]3[C:17](=[O:27])[C:18]([CH3:26])([C:20]4[CH:25]=[CH:24][CH:23]=[CH:22][CH:21]=4)[S:19][C:12]3=[CH:11][C:10]=2[CH:9]=1)[CH2:2][CH2:3][CH2:4][CH2:5][CH3:6].[OH-:28].[Na+]>>[CH2:1]([O:7][C:8]1[CH:9]=[C:10]2[C:14](=[CH:15][CH:16]=1)[NH:13][C:12]([S:19][C:18]([C:20]1[CH:25]=[CH:24][CH:23]=[CH:22][CH:21]=1)([CH3:26])[C:17]([OH:28])=[O:27])=[CH:11]2)[CH2:2][CH2:3][CH2:4][CH2:5][CH3:6] |f:1.2|. Procedure details: To 7-hexyloxy-2-methyl-2-phenylthiazolo[3,2-a]indol-3(2H)-one (3.92 g), 2N sodium hydroxide (70 ml) was added, and the mixture was heated and refluxed for 1.5 hours. The reaction mixture was allowed to cool, and the deposited crystalline matter was collected by filtration. The crystalline matter was dissolved in methanol. The solution was made acidic by adding concentrated hydrochloric acid under ice cooling, and the solvent was evaporated under reduced pressure. Water was added to the residue, ...